From a dataset of the Open Reaction Database (ORD), a public repository of structured organic reaction records. describe an organic reaction: reactants, conditions, products, and yield The reactants are COCCOc1cc2nccc(Oc3ccc(NC(=O)Oc4ccccc4)cc3)c2cc1C#N, CCOC(C)=O, CS(C)=O, Nc1ccccn1, O. Product: COCCOc1cc2nccc(Oc3ccc(NC(=O)Nc4ccccn4)cc3)c2cc1C#N. As a reaction SMILES: [C:1](#[N:2])[c:3]1[cH:4][c:5]2[c:6]([O:18][c:19]3[cH:20][cH:21][c:22]([NH:25][C:26]([O:27][c:29]4[cH:30][cH:31][cH:32][cH:33][cH:34]4)=[O:28])[cH:23][cH:24]3)[cH:7][cH:8][n:9][c:10]2[cH:11][c:12]1[O:13][CH2:14][CH2:15][O:16][CH3:17].[CH3:42][CH2:43][O:44][C:45](=[O:46])[CH3:47].[CH3:49][S:50]([CH3:51])=[O:52].[NH2:35][c:36]1[n:37][cH:38][cH:39][cH:40][cH:41]1.[OH2:48]>>[C:1](#[N:2])[c:3]1[cH:4][c:5]2[c:6]([O:18][c:19]3[cH:20][cH:21][c:22]([NH:25][C:26](=[O:27])[NH:35][c:36]4[n:37][cH:38][cH:39][cH:40][cH:41]4)[cH:23][cH:24]3)[cH:7][cH:8][n:9][c:10]2[cH:11][c:12]1[O:13][CH2:14][CH2:15][O:16][CH3:17].